Dataset: the Open Reaction Database (ORD), a public repository of structured organic reaction records. Task: describe an organic reaction: reactants, conditions, products, and yield Starting materials: BrC=1C=C2CCC(NC2=CC1)=O (6-bromo-3,4-dihydroquinolin-2(1H)-one), N1=CC(=CC=C1)B(O)O (3-pyridylboronic acid), C([O-])([O-])=O.[K+].[K+] (potassium carbonate). The reagents and catalysts are CC(C)(C)P(C1=CC=C(C=C1)N(C)C)C(C)(C)C.CC(C)(C)P(C1=CC=C(C=C1)N(C)C)C(C)(C)C.Cl[Pd]Cl (bis(di-tert-butyl(4-dimethylamino phenyl)phosphine)dichloropalladium(II)). Conditions: temperature 100 celsius. The product is N1=CC(=CC=C1)C=1C=C2CCC(NC2=CC1)=O (6-(pyridin-3-yl)-3,4-dihydroquinolin-2(1H)-one). RXN SMILES: Br[C:2]1[CH:3]=[C:4]2[C:9](=[CH:10][CH:11]=1)[NH:8][C:7](=[O:12])[CH2:6][CH2:5]2.[N:13]1[CH:18]=[CH:17][CH:16]=[C:15](B(O)O)[CH:14]=1.C(=O)([O-])[O-].[K+].[K+]>CC(P(C(C)(C)C)C1C=CC(N(C)C)=CC=1)(C)C.CC(P(C(C)(C)C)C1C=CC(N(C)C)=CC=1)(C)C.Cl[Pd]Cl>[N:13]1[CH:18]=[CH:17][CH:16]=[C:15]([C:2]2[CH:3]=[C:4]3[C:9](=[CH:10][CH:11]=2)[NH:8][C:7](=[O:12])[CH2:6][CH2:5]3)[CH:14]=1 |f:2.3.4,5.6.7|. Procedure details: A sealable tube containing 6-bromo-3,4-dihydroquinolin-2(1H)-one (0.10 g, 0.44 mmol), 3-pyridylboronic acid (0.56 g, 4.6 mmol), bis(di-tert-butyl(4-dimethylamino phenyl)phosphine)dichloropalladium(II) (6.3 mg, 8.9 μmol), and potassium carbonate (0.18 g, 1.3 mmol) was flushed with nitrogen before tert-butanol (4.9 mL) and water (0.6 mL) were added. The tube was flushed again with nitrogen, sealed tightly and heated to 100° C. overnight. The reaction was then cooled to room temperature, poured int... Reactants: c1(ccccc1)[Si]C, O1[C@H]([C@H]2[C@@H]([C@H]1CN(C(C[C@@H](C(OCc1ccccc1)=O)NC(=O)OC(C)(C)C)=O)C)OC(O2)(C)C)n1c2c(nc1)c(ncn2)N. Reagents/catalysts: c1ccc(cc1)-c2c3ccccc3cc4ccccc24 (9-Phenylanthracene), C1CC=CCCC=C1.C1CC=CCCC=C1.Cl[Ir].Cl[Ir] (Ir-93). Run in CC1=CC=CC=C1 (Toluene). Reaction conditions: temperature 90 celsius, time 18 hour. The product is CN(CC[C@H](NC(=O)OC(C)(C)C)C(=O)OCc1ccccc1)C[C@H]2O[C@H]([C@@H]3OC(C)(C)O[C@H]23)n4cnc5c(N)ncnc45. RXN SMILES: [CH3:1][N:2]([C:24]([CH2:25][C@@H:26]([C:35]([O:37][CH2:38][c:39]1[cH:44][cH:43][cH:42][cH:41][cH:40]1)=[O:36])[NH:27][C:28]([O:30][C:31]([CH3:34])([CH3:33])[CH3:32])=[O:29])=O)[CH2:3][C@@H:4]2[C@H:13]([C@@H:7]3[C@H:6]([n:14]4[c:23]([c:17]5[n:16][cH:15]4)[n:22][cH:21][n:20][c:18]5[NH2:19])[O:5]2)[O:12][C:9]([CH3:11])([CH3:10])[O:8]3.C[SiH2]c1ccccc1>>[CH3:1][N:2]([CH2:3][C@@H:4]1[C@H:13]([C@@H:7]2[C@H:6]([n:14]3[c:23]([c:17]4[n:16][cH:15]3)[n:22][cH:21][n:20][c:18]4[NH2:19])[O:5]1)[O:12][C:9]([CH3:11])([CH3:10])[O:8]2)[CH2:24][CH2:25][C@@H:26]([C:35]([O:37][CH2:38][c:39]5[cH:44][cH:43][cH:42][cH:41][cH:40]5)=[O:36])[NH:27][C:28]([O:30][C:31]([CH3:34])([CH3:33])[CH3:32])=[O:29]. Reactants: ClCCCl, CNc1ccc(Oc2ccnc(C(=O)O)c2)cc1[N+](=O)[O-], [Cl-], [NH4+], C1CCOC1. The product is CNc1ccc(Oc2ccnc(C(N)=O)c2)cc1[N+](=O)[O-]. Reaction SMILES: [CH2:22]([Cl:23])[CH2:24][Cl:25].[CH3:1][NH:2][c:3]1[c:4]([N+:19](=[O:20])[O-:21])[cH:5][c:6]([O:7][c:8]2[cH:9][c:10]([C:14](=[O:15])[OH:16])[n:11][cH:12][cH:13]2)[cH:17][cH:18]1.[Cl-:26].[NH4+:27].[O:28]1[CH2:29][CH2:30][CH2:31][CH2:32]1>>[CH3:1][NH:2][c:3]1[c:4]([N+:19](=[O:20])[O-:21])[cH:5][c:6]([O:7][c:8]2[cH:9][c:10]([C:14](=[O:15])[NH2:27])[n:11][cH:12][cH:13]2)[cH:17][cH:18]1. Isolated yield 92.0%. Run in ClCCl (dichloromethane). Procedure details: (R)-Methyl 4-aminochromane-6-carboxylate hydrochloride (A-03) (0.6 g, 2.462 mmol, 1.0 eq) was dissolved in dichloromethane and DIPEA (2.5 eq) under nitrogen, and 2-chlorobenzoic acid chloride (0.37 ml, 2.954 mmol, 1.2 eq) was added at 0° C. The reaction mixture was stirred for 3 h at RT. Then the reaction mixture was concentrated, and the residue was taken up in ethyl acetate, washed with 10% ammonium chloride solution, sat. NaHCO3 solution and with sat. NaCl solution, dried over magnesium sulfa... As a reaction SMILES: Cl.[NH2:2][C@H:3]1[C:12]2[C:7](=[CH:8][CH:9]=[C:10]([C:13]([O:15][CH3:16])=[O:14])[CH:11]=2)[O:6][CH2:5][CH2:4]1.CCN(C(C)C)C(C)C.[Cl:26][C:27]1[CH:35]=[CH:34][CH:33]=[CH:32][C:28]=1[C:29](Cl)=[O:30]>ClCCl>[Cl:26][C:27]1[CH:35]=[CH:34][CH:33]=[CH:32][C:28]=1[C:29]([NH:2][C@H:3]1[C:12]2[C:7](=[CH:8][CH:9]=[C:10]([C:13]([O:15][CH3:16])=[O:14])[CH:11]=2)[O:6][CH2:5][CH2:4]1)=[O:30] |f:0.1|. Reaction conditions: time 3 hour. Yields the product ClC1=C(C(=O)N[C@@H]2CCOC3=CC=C(C=C23)C(=O)OC)C=CC=C1 ((R)-methyl 4-(2-chlorobenzamido)chromane-6-carboxylate). Reactants: CCN(C(C)C)C(C)C (DIPEA), ClC1=C(C(=O)Cl)C=CC=C1 (2-chlorobenzoic acid chloride), Cl.N[C@@H]1CCOC2=CC=C(C=C12)C(=O)OC ((R)-Methyl 4-aminochromane-6-carboxylate hydrochloride). The reactants are Oc1ccc(F)cc1Br, O=C([O-])[O-], C=CCBr, CC(C)=O, [K+], [K+], O. The product is C=CCOc1ccc(F)cc1Br. As a reaction SMILES: [Br:1][c:2]1[c:3]([OH:9])[cH:4][cH:5][c:6]([F:8])[cH:7]1.[C:10](=[O:11])([O-:12])[O-:13].[CH2:16]([CH:17]=[CH2:18])[Br:19].[CH3:21][C:22](=[O:23])[CH3:24].[K+:14].[K+:15].[OH2:20]>>[Br:1][c:2]1[c:3]([O:9][CH2:18][CH:17]=[CH2:16])[cH:4][cH:5][c:6]([F:8])[cH:7]1. Starting materials: O([K])C#N (KOCN), BrCCCCCCCCCCOC(C(=C)C)=O (10-bromodecylmethacrylate), C(C)OP(OCC)(=O)CC(CP(OCC)(OCC)=O)CO (2-hydroxymethyl-1,3-propylene-bisphosphonic acid tetraethylester), solution. Reagents/catalysts: [N+](CCCC)(CCCC)(CCCC)CCCC.[Br-] (Bu4NBr). The solvent is C(C)#N (acetonitrile), ClCCl (dichloromethane), ClCCl (dichloromethane). Run at time 64 hour. Yields the product C(C)OP(OCC)(=O)CC(CP(OCC)(OCC)=O)COC(NCCCCCCCCCCOC(C(=C)C)=O)=O (2-[N-(10-methacryloyloxydecyl)-carbamoyloxymethyl]-1,3-propylene-bisphosphonic acid tetraethylester). Isolated yield 90.0%. As a reaction SMILES: [O:1]([C:3]#[N:4])[K].Br[CH2:6][CH2:7][CH2:8][CH2:9][CH2:10][CH2:11][CH2:12][CH2:13][CH2:14][CH2:15][O:16][C:17](=[O:21])[C:18]([CH3:20])=[CH2:19].[CH2:22]([O:24][P:25]([CH2:30][CH:31]([CH2:41][OH:42])[CH2:32][P:33](=[O:40])([O:37][CH2:38][CH3:39])[O:34][CH2:35][CH3:36])(=[O:29])[O:26][CH2:27][CH3:28])[CH3:23]>[N+](CCCC)(CCCC)(CCCC)CCCC.[Br-].C(#N)C.ClCCl>[CH2:35]([O:34][P:33]([CH2:32][CH:31]([CH2:41][O:42][C:3](=[O:1])[NH:4][CH2:6][CH2:7][CH2:8][CH2:9][CH2:10][CH2:11][CH2:12][CH2:13][CH2:14][CH2:15][O:16][C:17](=[O:21])[C:18]([CH3:20])=[CH2:19])[CH2:30][P:25](=[O:29])([O:26][CH2:27][CH3:28])[O:24][CH2:22][CH3:23])(=[O:40])[O:37][CH2:38][CH3:39])[CH3:36] |f:3.4|. Procedure details: KOCN (3.33 g, 41.0 mmol, 5.85 eq.) and Bu4NBr (1.77 g, 5.49 mmol, 0.8 eq.) were added to a solution of the 10-bromodecylmethacrylate from the 1st step (8.36 g, 27.4 mmol, 3.9 eq.) in anhydrous acetonitrile (55 ml) and the reaction mixture was stirred for 64 h. The reaction mixture was subsequently concentrated in vacuo and hexane (100 ml) was added. After filtration of the obtained solution and concentrating in vacuo 4.75 g of a yellow oil was obtained. To this oil a solution of 2-hydroxymethyl-... The reactants are CC(=O)O[C@@H]1C[C@]2([C@@H](CC[C@@H]2O)C3=C1[C@@]4(C=5C(=COC5C3=O)C(=O)O[C@@H]4COC)C)C (17-hydroxywortmannin), COC(C(=CC(C(C)C)NC)C)=O (2,5-dimethyl-4-methylamino-hex-2-enoic acid methyl ester). Run in C(Cl)Cl (CH2Cl2). Conditions: time 12 hour. The product is COC(C(=CC(C(C)C)N(C)C=C1C(OC(C2(C=3C(CC4(C(CCC4C3C(C(=C12)O)=O)O)C)OC(C)=O)C)COC)=O)C)=O (4-[(11-Acetoxy-6,17-dihydroxy-1-methoxymethyl-10,13-dimethyl-3,7-dioxo-1,7,10,11,12,13,14,15,16,17-decahydro-2-oxa-cyclopenta[a]phenanthren-4-ylidenemethyl)-methyl-amino]-2,5-dimethyl-hex-2-enoic acid methyl ester). Reaction SMILES: [CH3:1][C:2]([O:4][C@H:5]1[C:14]2[C@@:15]3([CH3:30])[C@@H:26]([CH2:27][O:28][CH3:29])[O:25][C:23](=[O:24])[C:17]4=[CH:18][O:19][C:20]([C:21](=[O:22])[C:13]=2[C@@H:8]2[CH2:9][CH2:10][C@H:11]([OH:12])[C@@:7]2([CH3:31])[CH2:6]1)=[C:16]34)=[O:3].[CH3:32][O:33][C:34](=[O:44])[C:35]([CH3:43])=[CH:36][CH:37]([NH:41][CH3:42])[CH:38]([CH3:40])[CH3:39]>C(Cl)Cl>[CH3:32][O:33][C:34](=[O:44])[C:35]([CH3:43])=[CH:36][CH:37]([N:41]([CH:18]=[C:17]1[C:16]2[C:15]([CH3:30])([C:14]3[CH:5]([O:4][C:2](=[O:3])[CH3:1])[CH2:6][C:7]4([CH3:31])[CH:8]([C:13]=3[C:21](=[O:22])[C:20]=2[OH:19])[CH2:9][CH2:10][CH:11]4[OH:12])[CH:26]([CH2:27][O:28][CH3:29])[O:25][C:23]1=[O:24])[CH3:42])[CH:38]([CH3:40])[CH3:39]. Procedure details: To a solution of 100 mg (0.23 mmol) 17-hydroxywortmannin in 2 mL CH2Cl2 is added 2,5-dimethyl-4-methylamino-hex-2-enoic acid methyl ester (86 mg, 0.46 mmol). The reaction mixture is stirred at room temperature for 12 hours and then concentrated in vacuo. The residue is dissolved in EtOAc and precipitated with hexane. The precipitate is washed two times with hexane to give the product as a yellow solid. MS (ESI) m/z 630 (M+). Reactants: OC1=CC=C(C(=O)C2=CC=C(C=C2)O)C=C1 (4,4′-dihydroxybenzophenone), C([O-])([O-])=O.[K+].[K+] (potassium carbonate), BrCCCCCCCCBr (1,8-dibromooctane). Solvent: CC(=O)C (acetone). Reaction conditions: time 12 hour. The product is BrCCCCCCCCOC1=CC=C(C(=O)C2=CC=C(C=C2)OCCCCCCCCBr)C=C1 (4,4′-bis(8-bromooctyloxy)benzophenone). Yield: 66.0%. Reaction SMILES: O[C:2]1[CH:16]=[CH:15][C:5]([C:6]([C:8]2[CH:13]=[CH:12][C:11]([OH:14])=[CH:10][CH:9]=2)=[O:7])=[CH:4][CH:3]=1.[C:17](=[O:20])([O-])[O-].[K+].[K+].Br[CH2:24][CH2:25][CH2:26][CH2:27][CH2:28][CH2:29][CH2:30][CH2:31][Br:32]>CC(C)=O>[Br:32][CH2:31][CH2:30][CH2:29][CH2:28][CH2:27][CH2:26][CH2:25][CH2:24][O:14][C:11]1[CH:12]=[CH:13][C:8]([C:6]([C:5]2[CH:15]=[CH:16][C:2]([O:20][CH2:17][CH2:25][CH2:26][CH2:27][CH2:28][CH2:29][CH2:30][CH2:31][Br:32])=[CH:3][CH:4]=2)=[O:7])=[CH:9][CH:10]=1 |f:1.2.3|. Procedure: To a mixture of 4,4′-dihydroxybenzophenone (1.0 g, 4.7 mmol) and potassium carbonate (1.3 g, 9.3 mmol) in acetone (50 mL) was added 1,8-dibromooctane (3.8 g, 14.0 mmol). The mixture was refluxed under stirring for 12 h. After filtration and solvent evaporation, the crude product was purified by a silica gel column using chloroform as eluent. 4,4′-bis(8-bromooctyloxy)benzophenone was obtained as white powder in 66% yield (3.10 g). Rf=0.5 (chloroform). NMR (400 MHz, CDCl3), δ (ppm): 7.78 (d, 4H), ... The reactants are CO, CCCCCCOC(=O)Cl, ClCCl, Cl, COC(=O)CCN(C(=O)c1ccc2c(c1)nc(CNc1ccc(C(=N)N)cc1)n2C)c1ccccn1. Yields the product CCCCCCOC(=O)NC(=N)c1ccc(NCc2nc3cc(C(=O)N(CCC(=O)OC)c4ccccn4)ccc3n2C)cc1. As a reaction SMILES: [CH3:48][OH:49].[Cl:38][C:39](=[O:40])[O:41][CH2:42][CH2:43][CH2:44][CH2:45][CH2:46][CH3:47].[Cl:50][CH2:51][Cl:52].[ClH:1].[n:2]1[c:3]([N:8]([C:9](=[O:10])[c:11]2[cH:12][c:13]3[c:14]([n:15]([CH3:29])[c:16]([CH2:18][NH:19][c:20]4[cH:21][cH:22][c:23]([C:26]([NH2:27])=[NH:28])[cH:24][cH:25]4)[n:17]3)[cH:30][cH:31]2)[CH2:32][CH2:33][C:34](=[O:35])[O:36][CH3:37])[cH:4][cH:5][cH:6][cH:7]1>>[n:2]1[c:3]([N:8]([C:9](=[O:10])[c:11]2[cH:12][c:13]3[c:14]([n:15]([CH3:29])[c:16]([CH2:18][NH:19][c:20]4[cH:21][cH:22][c:23]([C:26](=[NH:27])[NH:28][C:39](=[O:40])[O:41][CH2:42][CH2:43][CH2:44][CH2:45][CH2:46][CH3:47])[cH:24][cH:25]4)[n:17]3)[cH:30][cH:31]2)[CH2:32][CH2:33][C:34](=[O:35])[O:36][CH3:37])[cH:4][cH:5][cH:6][cH:7]1.